Dataset: the Open Reaction Database (ORD), a public repository of structured organic reaction records. Task: describe an organic reaction: reactants, conditions, products, and yield Starting materials: OC1=CC=C2C(CC(OC2=C1C)(CCC)C)=O (7-Hydroxy-2,8-dimethyl-2-propyl-4-chromanone), C(C1=CC=CC=C1)Br (benzyl bromide), C([O-])([O-])=O.[K+].[K+] (potassium carbonate). The solvent is CC(=O)C (acetone). Yields the product C(C1=CC=CC=C1)OC1=CC=C2C(CC(OC2=C1C)(CCC)C)=O (7-Benzyloxy-2,8-dimethyl-2-propyl-4-chromanone). The yield is 91.0%. As a reaction SMILES: [OH:1][C:2]1[C:11]([CH3:12])=[C:10]2[C:5]([C:6](=[O:17])[CH2:7][C:8]([CH3:16])([CH2:13][CH2:14][CH3:15])[O:9]2)=[CH:4][CH:3]=1.[CH2:18](Br)[C:19]1[CH:24]=[CH:23][CH:22]=[CH:21][CH:20]=1.C(=O)([O-])[O-].[K+].[K+]>CC(C)=O>[CH2:18]([O:1][C:2]1[C:11]([CH3:12])=[C:10]2[C:5]([C:6](=[O:17])[CH2:7][C:8]([CH3:16])([CH2:13][CH2:14][CH3:15])[O:9]2)=[CH:4][CH:3]=1)[C:19]1[CH:24]=[CH:23][CH:22]=[CH:21][CH:20]=1 |f:2.3.4|. Procedure details: The mixture of 11.7 g. of the compound obtained in (1), 11.1 g. of benzyl bromide, 10.2 g. of potassium carbonate, and 100 ml of acetone was refluxed for 2 hours, followed by filtration. The filtrate was concentrated. Ether was added to the concentrate. The ether solution was washed successively with water, 1 N aqueous solution of sodium hydroxide, and again with water, and then dried over magnesium sulfate. The solvent was distilled off under reduced pressure. The residue was purified by subjec... Yields the product O=C(O)CCCC(=O)N1CCC(C2c3ccccc3C=Cc3ccccc32)CC1. Starting materials: O=C1CCCC(=O)O1, CCN(C(C)C)C(C)C, ClCCl, CC#N, CN(C)c1ccncc1, C1=Cc2ccccc2C(C2CCNCC2)c2ccccc21. As a reaction SMILES: [C:10]1(=[O:17])[CH2:11][CH2:12][CH2:13][C:14](=[O:15])[O:16]1.[CH2:1]([N:2]([CH:3]([CH3:4])[CH3:5])[CH:6]([CH3:7])[CH3:8])[CH3:9].[CH2:51]([Cl:52])[Cl:53].[CH3:39][C:40]#[N:41].[CH3:42][N:43]([CH3:44])[c:45]1[cH:46][cH:47][n:48][cH:49][cH:50]1.[cH:18]1[cH:19][cH:20][cH:21][c:22]2[c:28]1[CH:27]=[CH:26][c:25]1[c:24]([cH:32][cH:31][cH:30][cH:29]1)[CH:23]2[CH:33]1[CH2:34][CH2:35][NH:36][CH2:37][CH2:38]1>>[C:10]([CH2:11][CH2:12][CH2:13][C:14](=[O:15])[N:36]1[CH2:35][CH2:34][CH:33]([CH:23]2[c:22]3[cH:21][cH:20][cH:19][cH:18][c:28]3[CH:27]=[CH:26][c:25]3[c:24]2[cH:32][cH:31][cH:30][cH:29]3)[CH2:38][CH2:37]1)([OH:16])=[O:17]. The reactants are ClCCSC1=CC=C(NC(C)=O)C=C1 (4'-[(2-chloroethyl)thio]acetanilide), FC1=CC=C(C=C1)C=1CCNCC1 (4-(p-fluorophenyl)-1,2,3,6-tetrahydropyridine), C([O-])([O-])=O.[K+].[K+] (potassium carbonate), [I-].[K+] (potassium iodide). The solvent is O (water), C(C)O (ethanol). Product: FC1=CC=C(C=C1)C=1CCN(CC1)CCSC1=CC=C(NC(C)=O)C=C1 (4'-{[2-[4-(p-fluorophenyl)-3,6-dihydro-1(2H)-pyridyl]-ethyl]thio}acetanilide). RXN SMILES: Cl[CH2:2][CH2:3][S:4][C:5]1[CH:14]=[CH:13][C:8]([NH:9][C:10](=[O:12])[CH3:11])=[CH:7][CH:6]=1.[F:15][C:16]1[CH:21]=[CH:20][C:19]([C:22]2[CH2:23][CH2:24][NH:25][CH2:26][CH:27]=2)=[CH:18][CH:17]=1.C(=O)([O-])[O-].[K+].[K+].[I-].[K+]>O.C(O)C>[F:15][C:16]1[CH:21]=[CH:20][C:19]([C:22]2[CH2:27][CH2:26][N:25]([CH2:2][CH2:3][S:4][C:5]3[CH:14]=[CH:13][C:8]([NH:9][C:10](=[O:12])[CH3:11])=[CH:7][CH:6]=3)[CH2:24][CH:23]=2)=[CH:18][CH:17]=1 |f:2.3.4,5.6|. Procedure: 1.8 G. of 4'-[(2-chloroethyl)thio]acetanilide, 2.7 g. of 4-(p-fluorophenyl)-1,2,3,6-tetrahydropyridine, 4.5 g. of potassium carbonate and a few crystals of potassium iodide are heated under reflux conditions in 50 ml. of ethanol and 5 ml. of water for 16 hours. The solvent is evaporated under reduced pressure, the residue is taken up in chloroform and washed with water. From the organic phase there is obtained crude 4'-{[2-[4-(p-fluorophenyl)-3,6-dihydro-1(2H)-pyridyl]-ethyl]thio}acetanilide whi... Reactants: OC1=CC=C(C=C1)C1=CC=C(C=C1)C(=O)OCC (4'-hydroxy-[1,1'-biphenyl]-4-carboxylic acid, ethyl ester), ice water, C(C=C)Br (allyl bromide), C([O-])([O-])=O.[K+].[K+] (potassium carbonate). Run in CC(=O)C (acetone). Reaction conditions: temperature 0 celsius. The product is C(C)OC(=O)C1=CC=C(C=C1)C1=CC=C(C=C1)OCC=C (4'-(2-Propenyloxy)-[1,1'-biphenyl]-4-carboxylic Acid Ethyl Ester). Isolated yield 103.0%. RXN SMILES: [OH:1][C:2]1[CH:7]=[CH:6][C:5]([C:8]2[CH:13]=[CH:12][C:11]([C:14]([O:16][CH2:17][CH3:18])=[O:15])=[CH:10][CH:9]=2)=[CH:4][CH:3]=1.[CH2:19](Br)[CH:20]=[CH2:21].C(=O)([O-])[O-].[K+].[K+]>CC(C)=O>[CH2:17]([O:16][C:14]([C:11]1[CH:12]=[CH:13][C:8]([C:5]2[CH:4]=[CH:3][C:2]([O:1][CH2:21][CH:20]=[CH2:19])=[CH:7][CH:6]=2)=[CH:9][CH:10]=1)=[O:15])[CH3:18] |f:2.3.4|. Procedure: A mixture of 10.0 g of 4'-hydroxy-[1,1'-biphenyl]-4-carboxylic acid, ethyl ester is dissolved in 100 ml of acetone and 8.02 g of allyl bromide added under a nitrogen atmosphere. While stirring 15.0 g of potassium carbonate is added and the reaction mixture refluxed for 16 hours. The reaction mixture is cooled to 0° C. and poured into 200 ml of ice-water and extracted with chloroform (3×150 ml). The combined extracts are washed with 1N HCl and water, dried (Na2SO4) and evaporated in vacuo to give... Reactants: [Mg] (magnesium), BrC1=C(C=CC=C1)OC (2-bromoanisole), COC1=C(C=CC=C1)[Mg]Br (2-methoxyphenyl magnesium bromide), C1OC=2C=C(C=CC2O1)C1=C(C(C2=CC=CC=C12)=O)C(=O)OCC (ethyl 3-(3,4-methylenedioxyphenyl)-1-oxoindene-2-carboxylate). The solvent is C1CCOC1.CCOCC (THF Et2O), C1CCOC1 (THF). Reaction conditions: time 15 minute. The product is COC1=C(C=CC=C1)C1C(C(C2=CC=CC=C12)C1=CC2=C(C=C1)OCO2)C(=O)O (1-(2-Methoxyphenyl)-3-(3,4-methylenedioxyphenyl)indane-2-carboxylic acid). Reaction SMILES: [Mg].Br[C:3]1[CH:8]=[CH:7][CH:6]=[CH:5][C:4]=1[O:9][CH3:10].COC1C=CC=CC=1[Mg]Br.[CH2:21]1[O:29][C:28]2[CH:27]=[CH:26][C:25]([C:30]3[C:38]4[C:33](=[CH:34][CH:35]=[CH:36][CH:37]=4)[C:32](=O)[C:31]=3[C:40]([O:42]CC)=[O:41])=[CH:24][C:23]=2[O:22]1>C1COCC1.C1COCC1.CCOCC>[CH3:10][O:9][C:4]1[CH:5]=[CH:6][CH:7]=[CH:8][C:3]=1[CH:32]1[C:33]2[C:38](=[CH:37][CH:36]=[CH:35][CH:34]=2)[CH:30]([C:25]2[CH:26]=[CH:27][C:28]3[O:29][CH2:21][O:22][C:23]=3[CH:24]=2)[CH:31]1[C:40]([OH:42])=[O:41] |f:5.6|. Reported procedure: To dry magnesium turnings (81 mg, 3,4 mmol) under an argon atmosphere was added a solution of 2-bromoanisole (0.64 g, 3.4 mmol) in 5:1 THF/Et2O (3 ml). A portion of the resulting 2-methoxyphenyl magnesium bromide solution (0.45 ml, 0.51 mmol) was added dropwise to a solution of ethyl 3-(3,4-methylenedioxyphenyl)-1-oxoindene-2-carboxylate (100 mg, 0.34 mmol) in THF (6 ml) under an argon atmosphere at 0° C. After stirring for 15 min, the mixture was partitioned between 3M HCl and EtOAc. The organi... The reactants are CN(C)P(=O)(N(C)C)N(C)C, C[P+](Oc1ccccc1)(Oc1ccccc1)Oc1ccccc1, [I-], O, O=C(OCc1ccccc1)N1CCCC1c1nc(CO)co1. The product is Cc1coc(C2CCCN2C(=O)OCc2ccccc2)n1. Reaction SMILES: [CH3:24][N:25]([CH3:26])[P:27]([N:28]([CH3:29])[CH3:30])([N:31]([CH3:32])[CH3:33])=[O:34].[CH3:36][P+:37]([O:38][c:39]1[cH:40][cH:41][cH:42][cH:43][cH:44]1)([O:45][c:46]1[cH:47][cH:48][cH:49][cH:50][cH:51]1)[O:52][c:53]1[cH:54][cH:55][cH:56][cH:57][cH:58]1.[I-:35].[OH2:23].[OH:1][CH2:2][c:3]1[n:4][c:5]([CH:8]2[N:9]([C:13](=[O:14])[O:15][CH2:16][c:17]3[cH:18][cH:19][cH:20][cH:21][cH:22]3)[CH2:10][CH2:11][CH2:12]2)[o:6][cH:7]1>>[CH3:2][c:3]1[n:4][c:5]([CH:8]2[N:9]([C:13](=[O:14])[O:15][CH2:16][c:17]3[cH:18][cH:19][cH:20][cH:21][cH:22]3)[CH2:10][CH2:11][CH2:12]2)[o:6][cH:7]1. Reactants: [H-].[Na+] (Sodium hydride), C(C)(C)(C)OC(=O)N1CC(NCC1)=O (4-tert-butyloxycarbonyl-piperazin-2-one), BrCCO[Si](C)(C)C(C)(C)C (2-bromoethoxy-tert-butyldimethylsilane). Solvent: CN(C=O)C (dimethylformamide). Run at temperature 0 celsius, time 0.5 hour. Product: C(C)(C)(C)OC(=O)N1CC(N(CC1)CCO[Si](C)(C)C(C)(C)C)=O (4-tert-butyloxycarbonyl-1-[2-(tert-butyldimethylsilyloxy)ethyl]-piperazin-2-one). Isolated yield 75.9%. Reaction SMILES: [H-].[Na+].[C:3]([O:7][C:8]([N:10]1[CH2:15][CH2:14][NH:13][C:12](=[O:16])[CH2:11]1)=[O:9])([CH3:6])([CH3:5])[CH3:4].Br[CH2:18][CH2:19][O:20][Si:21]([C:24]([CH3:27])([CH3:26])[CH3:25])([CH3:23])[CH3:22]>CN(C)C=O>[C:3]([O:7][C:8]([N:10]1[CH2:15][CH2:14][N:13]([CH2:18][CH2:19][O:20][Si:21]([C:24]([CH3:27])([CH3:26])[CH3:25])([CH3:23])[CH3:22])[C:12](=[O:16])[CH2:11]1)=[O:9])([CH3:6])([CH3:4])[CH3:5] |f:0.1|. Procedure details: Sodium hydride (0.35 g, 8.6 mmol, 60% in mineral oil) was added to a solution of 4-tert-butyloxycarbonyl-piperazin-2-one (0.86 g, 4.3 mmol) in dimethylformamide (20.0 mL) at 0° C. The reaction was stirred at 0° C. for 0.5 h. To this mixture was added 2-bromoethoxy-tert-butyldimethylsilane (2.3 mL, 10.8 mmol) and the reaction was stirred for 2 h at room temperature. The reaction mixture was quenched with a dilute aqueous solution of sodium bicarbonate and extracted with methylene chloride. The or... Starting materials: C(C)(C)N1C=CC=2C(=CC(=CC12)OC)C(=O)O (1-isopropyl-6-methoxy-1H-indole-4-carboxylic acid), CO (MeOH), OS(=O)(=O)O (H2SO4). Product: COC(=O)C=1C=2C=CN(C2C=C(C1)OC)C(C)C (1-isopropyl-6-methoxy-1H-indole-4-carboxylic acid methyl ester). The yield is 32.4%. Reaction SMILES: [CH:1]([N:4]1[C:12]2[CH:11]=[C:10]([O:13][CH3:14])[CH:9]=[C:8]([C:15]([OH:17])=[O:16])[C:7]=2[CH:6]=[CH:5]1)([CH3:3])[CH3:2].OS(O)(=O)=O.[CH3:23]O>>[CH3:23][O:16][C:15]([C:8]1[C:7]2[CH:6]=[CH:5][N:4]([CH:1]([CH3:3])[CH3:2])[C:12]=2[CH:11]=[C:10]([O:13][CH3:14])[CH:9]=1)=[O:17]. Procedure details: To a stirred suspension of 1-isopropyl-6-methoxy-1H-indole-4-carboxylic acid (700 mg, 3.00 mmol) in MeOH was added H2SO4 (440 mg, 4.50 mmol) and then heated at reflux for 3 h. Methanol was distilled off completely under reduced pressure and the residue basified with saturated aqueous NaHCO3 solution and extracted with ethyl acetate (2×5 mL). The combined organic layers were dried over anhyrous Na2SO4, filtered and concentrated. The residue was purified by column chromatography (SiO2, 100-200) by...